From a dataset of the Open Reaction Database (ORD), a public repository of structured organic reaction records. describe an organic reaction: reactants, conditions, products, and yield Yields the product O(C1=CC=CC=C1)CC1=C(C=CC=C1)C1=CN=C(S1)N (5-{2-[(phenoxy)methyl]phenyl}-1,3-thiazol-2-amine). The reactants are Cl (hydrochloric acid), O(C1=CC=CC=C1)CC1=C(C=CC=C1)C1=CN=C(S1)N=C(C1=CC=CC=C1)C1=CC=CC=C1 (5-{2-[(phenoxy)methyl]phenyl}-N-(diphenylmethylene)-1,3-thiazol-2-amine). Reported procedure: 150 ml of an aqueous hydrochloric acid solution (1 M) are added to 35 g of 5-{2-[(phenoxy)methyl]phenyl}-N-(diphenylmethylene)-1,3-thiazol-2-amine, obtained in step 1.4, in solution in 250 ml of methanol, and the mixture is stirred for 18 hours at 20° C. The mixture is evaporated to dryness, the residue is taken up in diethyl ether and washed with an aqueous sodium hydroxide solution (0.5 M). The organic phase is dried over anhydrous sodium sulphate and concentrated. The residue is chromatograph... Run in CO (methanol). Conditions: temperature 20 celsius, time 18 hour. Isolated yield 67.8%. As a reaction SMILES: Cl.[O:2]([CH2:9][C:10]1[CH:15]=[CH:14][CH:13]=[CH:12][C:11]=1[C:16]1[S:20][C:19]([N:21]=C(C2C=CC=CC=2)C2C=CC=CC=2)=[N:18][CH:17]=1)[C:3]1[CH:8]=[CH:7][CH:6]=[CH:5][CH:4]=1>CO>[O:2]([CH2:9][C:10]1[CH:15]=[CH:14][CH:13]=[CH:12][C:11]=1[C:16]1[S:20][C:19]([NH2:21])=[N:18][CH:17]=1)[C:3]1[CH:8]=[CH:7][CH:6]=[CH:5][CH:4]=1.